describe an organic reaction: reactants, conditions, products, and yield From a dataset of the Open Reaction Database (ORD), a public repository of structured organic reaction records. Starting materials: O (water), FC1=C(C=C(C=C1)[N+](=O)[O-])C(=C)C (1-fluoro-4-nitro-2-(prop-1-en-2-yl) benzene), C1=CC(=CC(=C1)Cl)C(=O)OO (MCPBA). Solvent: ClCCl (dichloromethane), ClCCl (dichloromethane). Reaction conditions: temperature -10 celsius, time 48 hour. Product: FC1=C(C=C(C=C1)[N+](=O)[O-])C1(OC1)C (2-(2-fluoro-5-nitrophenyl)-2-methyloxirane). RXN SMILES: [F:1][C:2]1[CH:7]=[CH:6][C:5]([N+:8]([O-:10])=[O:9])=[CH:4][C:3]=1[C:11]([CH3:13])=[CH2:12].O.C1C=C(Cl)C=C(C(OO)=[O:23])C=1>ClCCl>[F:1][C:2]1[CH:7]=[CH:6][C:5]([N+:8]([O-:10])=[O:9])=[CH:4][C:3]=1[C:11]1([CH3:13])[CH2:12][O:23]1. Procedure: 1-fluoro-4-nitro-2-(prop-1-en-2-yl) benzene (1 eq) was dissolved in dichloromethane and cooled to −10° C. using and ice/salt/water bath under nitrogen. MCPBA (1.5 eq) in dichloromethane was then added dropwise and resulting solution allowed to warm to room temperature and allowed to stir 48 h. Solution was quenched with 10% sodium sulfite, neutralized with saturated solution of sodium bicarbonate, extracted with dichloromethane. Organics were washed with brine, dried with sodium sulfate and conc... The reactants are CC(=O)Nc1sc2ccccc2c1C(=O)c1ccccc1, CCO, [Na+], [OH-]. Yields the product Nc1sc2ccccc2c1C(=O)c1ccccc1. Reaction SMILES: [C:1]([c:2]1[cH:3][cH:4][cH:5][cH:6][cH:7]1)(=[O:8])[c:9]1[c:10]2[c:11]([s:12][c:13]1[NH:14][C:15](=[O:16])[CH3:17])[cH:18][cH:19][cH:20][cH:21]2.[CH3:24][CH2:25][OH:26].[Na+:23].[OH-:22]>>[C:1]([c:2]1[cH:3][cH:4][cH:5][cH:6][cH:7]1)(=[O:8])[c:9]1[c:10]2[c:11]([s:12][c:13]1[NH2:14])[cH:18][cH:19][cH:20][cH:21]2. The reactants are COC(=O)c1ccc2c(C3CCCCC3)c(-c3cccn3C(=O)OC(C)(C)C)n(CCCCl)c2c1, ClC(Cl)Cl, O=C(O)C(F)(F)F. Yields the product COC(=O)c1ccc2c(C3CCCCC3)c(-c3ccc[nH]3)n(CCCCl)c2c1. As a reaction SMILES: [C:1]([O:2][C:3](=[O:4])[n:8]1[c:9](-[c:13]2[n:14]([CH2:32][CH2:33][CH2:34][Cl:35])[c:15]3[cH:16][c:17]([C:28](=[O:29])[O:30][CH3:31])[cH:18][cH:19][c:20]3[c:21]2[CH:22]2[CH2:23][CH2:24][CH2:25][CH2:26][CH2:27]2)[cH:10][cH:11][cH:12]1)([CH3:5])([CH3:6])[CH3:7].[CH:43]([Cl:44])([Cl:45])[Cl:46].[OH:36][C:37]([C:38]([F:39])([F:40])[F:41])=[O:42]>>[nH:8]1[c:9](-[c:13]2[n:14]([CH2:32][CH2:33][CH2:34][Cl:35])[c:15]3[cH:16][c:17]([C:28](=[O:29])[O:30][CH3:31])[cH:18][cH:19][c:20]3[c:21]2[CH:22]2[CH2:23][CH2:24][CH2:25][CH2:26][CH2:27]2)[cH:10][cH:11][cH:12]1. The product is C1(=CC=CC2=CC=CC=C12)OCCNC=1C=C(C(=O)O)C=CC1 (3-[2-(1-Naphthyloxy)ethylamino]benzoic acid). The solvent is O (water). Reaction SMILES: [C:1]1([O:11][CH2:12][CH2:13][NH:14][C:15]2[CH:16]=[C:17]([CH:22]=[CH:23][CH:24]=2)[C:18]([O:20]C)=[O:19])[C:10]2[C:5](=[CH:6][CH:7]=[CH:8][CH:9]=2)[CH:4]=[CH:3][CH:2]=1.[OH-].[K+].C(O)C.Cl>O>[C:1]1([O:11][CH2:12][CH2:13][NH:14][C:15]2[CH:16]=[C:17]([CH:22]=[CH:23][CH:24]=2)[C:18]([OH:20])=[O:19])[C:10]2[C:5](=[CH:6][CH:7]=[CH:8][CH:9]=2)[CH:4]=[CH:3][CH:2]=1 |f:1.2|. Procedure details: A solution of 3.2 g. of methyl 3-[2-(1-naphthyloxy)ethylamino]benzoate and 1.68 g. of potassium hydroxide in 40 ml. of 95% ethanol is heated to reflux for 4 hours. After cooling and diluting with 80 ml. of water, the solution is acidified with concentrated HCl and filtered. Recrystallization from acetonitrile affords the white desired product, m.p. 150°-152° C. Starting materials: C1(=CC=CC2=CC=CC=C12)OCCNC=1C=C(C(=O)OC)C=CC1 (methyl 3-[2-(1-naphthyloxy)ethylamino]benzoate), Cl (HCl), [OH-].[K+] (potassium hydroxide), C(C)O (ethanol). Starting materials: CC=1C2=[N+](C(=C([N+](=C2C=CC1)[O-])C(=O)N)CBr)[O-] (Methyl 3-bromomethyl-2-quinoxalinecarboxamide-1,4-dioxide), CN1C(=NC=C1)S (N-methyl-2-mercaptoimidazole). Solvent: C(Cl)(Cl)Cl (chloroform). Yields the product CC=1C2=[N+](C(=C([N+](=C2C=CC1)[O-])C(=O)N)CSC=1N(C=CN1)C)[O-] (Methyl 3-(N-methyl-2-imidazolyl)thiomethyl-2-quinoxalinecarboxamide-1,4-dioxide). As a reaction SMILES: [CH3:1][C:2]1[C:3]2[C:8]([CH:9]=[CH:10][CH:11]=1)=[N+:7]([O-:12])[C:6]([C:13]([NH2:15])=[O:14])=[C:5]([CH2:16]Br)[N+:4]=2[O-:18].[CH3:19][N:20]1[CH:24]=[CH:23][N:22]=[C:21]1[SH:25]>C(Cl)(Cl)Cl>[CH3:1][C:2]1[C:3]2[C:8]([CH:9]=[CH:10][CH:11]=1)=[N+:7]([O-:12])[C:6]([C:13]([NH2:15])=[O:14])=[C:5]([CH2:16][S:25][C:21]1[N:20]([CH3:19])[CH:24]=[CH:23][N:22]=1)[N+:4]=2[O-:18]. Procedure details: Methyl 3-bromomethyl-2-quinoxalinecarboxamide-1,4-dioxide (0.24 moles) was suspended in 1 liter of chloroform with stirring and N-methyl-2-mercaptoimidazole (0.24 moles) was added as a solid. A complete solution resulted within 10 minutes. The solution was stirred overnight at room temperature during which time the desired product crystallized as the hydrobromide. The product was collected by filtration and dried. Yield, 96 grams (91%); m.p. 148°-52° C. Reactants: OC1=C(C=CC(=C1)OCOCC[Si](C)(C)C)C(C)=O (1-[2-hydroxy-4-(2-trimethylsilanyl-ethoxymethoxy)-phenyl]-ethanone), COC1=NC=C(C(=N1)OC)CC(=O)O ((2,4-dimethoxy-pyrimidin-5-yl)-acetic acid). The product is COC1=NC=C(C(=N1)OC)C=1C(OC2=CC(=CC=C2C1C)OCOCC[Si](C)(C)C)=O (3-(2,4-Dimethoxy-pyrimidin-5-yl)-4-methyl-7-(2-trimethylsilanyl-ethoxymethoxy)-chromen-2-one). As a reaction SMILES: [OH:1][C:2]1[CH:7]=[C:6]([O:8][CH2:9][O:10][CH2:11][CH2:12][Si:13]([CH3:16])([CH3:15])[CH3:14])[CH:5]=[CH:4][C:3]=1[C:17](=O)[CH3:18].[CH3:20][O:21][C:22]1[N:27]=[C:26]([O:28][CH3:29])[C:25]([CH2:30][C:31](O)=[O:32])=[CH:24][N:23]=1>>[CH3:20][O:21][C:22]1[N:27]=[C:26]([O:28][CH3:29])[C:25]([C:30]2[C:31](=[O:32])[O:1][C:2]3[C:3]([C:17]=2[CH3:18])=[CH:4][CH:5]=[C:6]([O:8][CH2:9][O:10][CH2:11][CH2:12][Si:13]([CH3:16])([CH3:15])[CH3:14])[CH:7]=3)=[CH:24][N:23]=1. Procedure: The title product was prepared as a white solid according to the procedure described in Example 9 using 1-[2-hydroxy-4-(2-trimethylsilanyl-ethoxymethoxy)-phenyl]-ethanone and (2,4-dimethoxy-pyrimidin-5-yl)-acetic acid as the starting material. Starting materials: C(C)OC(OCC)P(OCC)(=O)C1OCCC1 (ethyl 1,1-diethoxymethyl(tetrahydrofuran-2-yl)phosphinate), C(C)O (ethanol), C[Si](C)(C)Cl (trimethylsilylchloride). The solvent is ClCCl (dichloromethane). Run at time 8 hour. The product is C(C)OP(O)C1OCCC1 (P-tetrahydrofuran-2-yl-phosphonous acid ethyl ester). Reaction SMILES: C(OC([P:8]([CH:13]1[CH2:17][CH2:16][CH2:15][O:14]1)(=[O:12])[O:9][CH2:10][CH3:11])OCC)C.C(O)C.C[Si](Cl)(C)C>ClCCl>[CH2:10]([O:9][P:8]([CH:13]1[CH2:17][CH2:16][CH2:15][O:14]1)[OH:12])[CH3:11]. Reported procedure: A solution of 1 g of ethyl 1,1-diethoxymethyl(tetrahydrofuran-2-yl)phosphinate in 10 ml of dichloromethane containing 1% (b.v.) of ethanol is treated with 0.71 g of trimethylsilylchloride. The faintly cloudy solution is stirred overnight at room temperature after which time thin layer chromatography indicates complete reaction. Removal of the solvent in vacuo affords a colourless oil which after distillation yields P-tetrahydrofuran-2-yl-phosphonous acid ethyl ester, b.p. 90°/8 ×10-2 mbar. Reactants: ClC1=C(C=CC=C1S(=O)(=O)C)C1=CC=NC=C1 (4-[2-chloro-3-(methylsulfonyl)phenyl]-pyridine), ICCC (1-iodopropane), [BH4-].[Na+] (sodium borohydride). The solvent is C([O-])([O-])=O.[Na+].[Na+] (sodium carbonate). Run at temperature 100 celsius, time 1 hour. The product is ClC1=C(C=CC=C1S(=O)(=O)C)C=1CCN(CC1)CCC (4-[2-CHLORO-3-(METHYLSULFONYL)PHENYL]-1-PROPYL-1,2,3,6-TETRAHYDROPYRIDINE). Reaction SMILES: [Cl:1][C:2]1[C:7]([S:8]([CH3:11])(=[O:10])=[O:9])=[CH:6][CH:5]=[CH:4][C:3]=1[C:12]1[CH:17]=[CH:16][N:15]=[CH:14][CH:13]=1.I[CH2:19][CH2:20][CH3:21].[BH4-].[Na+]>C(=O)([O-])[O-].[Na+].[Na+]>[Cl:1][C:2]1[C:7]([S:8]([CH3:11])(=[O:10])=[O:9])=[CH:6][CH:5]=[CH:4][C:3]=1[C:12]1[CH2:13][CH2:14][N:15]([CH2:19][CH2:20][CH3:21])[CH2:16][CH:17]=1 |f:2.3,4.5.6|. Procedure: To neat 4-[2-chloro-3-(methylsulfonyl)phenyl]-pyridine (1.0 g, 3.8 mmol) was added 1-iodopropane (5 ml) and the resulting mixture was heated at 100° C. for 2 h. Excess 1-iodopropane was evaporated under reduced pressure and ethanol (60 ml) was added. The mixture was cooled to −20° C. and sodium borohydride (1.3 g, 38 mmol) was added in portions. The resulting mixture was stirred for 1 h, after which aqueous sodium carbonate (10%, 50 ml) was added. The aqueous phase was extracted with ethylacetat... The reactants are Cc1[nH]cnc1C=O, [Na+], [OH-], O=S(=O)(O)O, O=C1CCCc2cccnc21. The product is Cc1[nH]cnc1C=C1CCc2cccnc2C1=O. As a reaction SMILES: [CH3:12][c:13]1[c:14]([CH:18]=[O:19])[n:15][cH:16][nH:17]1.[Na+:21].[OH-:20].[S:22](=[O:23])(=[O:24])([OH:25])[OH:26].[n:1]1[cH:2][cH:3][cH:4][c:5]2[c:10]1[C:9](=[O:11])[CH2:8][CH2:7][CH2:6]2>>[n:1]1[cH:2][cH:3][cH:4][c:5]2[c:10]1[C:9](=[O:11])[C:8](=[CH:18][c:14]1[c:13]([CH3:12])[nH:17][cH:16][n:15]1)[CH2:7][CH2:6]2. The reactants are C(C=C)OC1=C(C=C(C=C1C(C)(C)C)C)[SiH](C)CCCl ((2-allyloxy-3-tert-butyl-5-methyl phenyl)chloroethylmethylsilane), aqueous solution, C(O)([O-])=O.[Na+] (sodium hydrogen carbonate), aqueous solution, C([O-])([O-])=O.[Na+].[Na+] (sodium carbonate), resultant mixture, C(CCC)[Li] (n-butyllithium), resultant mixture, C(C)(C)(C)C1=CC=2CC3=CC(=CC=C3C2C=C1)C(C)(C)C (2,7-di-tert-butylfluorene). The solvent is C1(=CC=CC=C1)C (toluene), CCCCCC (hexane), C1(=CC=CC=C1)C (toluene), C1CCOC1 (THF). Conditions: temperature -78 celsius, time 3 hour. Product: C(C=C)OC1=C(C=C(C=C1C(C)(C)C)C)[SiH](C)CCC1C2=CC(=CC=C2C=2C=CC(=CC12)C(C)(C)C)C(C)(C)C ((2-allyloxy-3-tert-butyl-5-methylphenyl)(2,7-di-tert-butyl fluoren-9-yl)ethylmethylsilane). As a reaction SMILES: [C:1]([C:5]1[CH:17]=[CH:16][C:15]2[C:14]3[C:9](=[CH:10][C:11]([C:18]([CH3:21])([CH3:20])[CH3:19])=[CH:12][CH:13]=3)[CH2:8][C:7]=2[CH:6]=1)([CH3:4])([CH3:3])[CH3:2].C([Li])CCC.[CH2:27]([O:30][C:31]1[C:36]([C:37]([CH3:40])([CH3:39])[CH3:38])=[CH:35][C:34]([CH3:41])=[CH:33][C:32]=1[SiH:42]([CH2:44][CH2:45]Cl)[CH3:43])[CH:28]=[CH2:29].C(=O)([O-])O.[Na+].C(=O)([O-])[O-].[Na+].[Na+]>C1COCC1.C1(C)C=CC=CC=1.CCCCCC>[CH2:27]([O:30][C:31]1[C:36]([C:37]([CH3:38])([CH3:39])[CH3:40])=[CH:35][C:34]([CH3:41])=[CH:33][C:32]=1[SiH:42]([CH2:44][CH2:45][CH:8]1[C:7]2[CH:6]=[C:5]([C:1]([CH3:4])([CH3:3])[CH3:2])[CH:17]=[CH:16][C:15]=2[C:14]2[C:9]1=[CH:10][C:11]([C:18]([CH3:21])([CH3:20])[CH3:19])=[CH:12][CH:13]=2)[CH3:43])[CH:28]=[CH2:29] |f:3.4,5.6.7|. Procedure details: There was dissolved 2.00 g (7.18 mmol) of 2,7-di-tert-butylfluorene in 45 mL of THF, and the obtained solution was cooled down to −78° C. To the solution, 4.49 mL of a 1.60 M-concentration hexane solution of n-butyllithium was added slowly, 4.49 mL of said hexane solution containing 7.18 mmol of n-butyllithium. Temperature of the resultant mixture was raised up to a room temperature, and the mixture was stirred for 3 hours at a room temperature. The mixture was cooled down to −78° C., and a solu...